From a dataset of the Open Reaction Database (ORD), a public repository of structured organic reaction records. describe an organic reaction: reactants, conditions, products, and yield Starting materials: C(#N)CC1(CCCC1)NC(OC(C)(C)C)=O (tert-butyl 1-(cyanomethyl)cyclopentylcarbamate), S(=O)(=O)([O-])[O-].[Na+].[Na+] (sodium sulfate), [H-].[Al+3].[Li+].[H-].[H-].[H-] (lithium aluminum hydride), S(=O)(=O)([O-])[O-].[Na+].[Na+] (sodium sulfate). Solvent: C(C)OCC (diethyl ether), C(C)OCC (diethyl ether), C(C)OCC (diethyl ether). Conditions: temperature 0 celsius, time 1 hour. Product: NCCC1(CCCC1)NC(OC(C)(C)C)=O (Tert-butyl 1-(2-aminoethyl)cyclopentylcarbamate). Yield: 81.3%. Reaction SMILES: [H-].[Al+3].[Li+].[H-].[H-].[H-].[C:7]([CH2:9][C:10]1([NH:15][C:16](=[O:22])[O:17][C:18]([CH3:21])([CH3:20])[CH3:19])[CH2:14][CH2:13][CH2:12][CH2:11]1)#[N:8].S([O-])([O-])(=O)=O.[Na+].[Na+]>C(OCC)C>[NH2:8][CH2:7][CH2:9][C:10]1([NH:15][C:16](=[O:22])[O:17][C:18]([CH3:20])([CH3:19])[CH3:21])[CH2:14][CH2:13][CH2:12][CH2:11]1 |f:0.1.2.3.4.5,7.8.9|. Procedure: To a suspension of 8.48 g (223.63 mmol) of lithium aluminum hydride in 687 ml of diethyl ether at 0° C. was added dropwise 16.7 g (74.54 mmol) of tert-butyl 1-(cyanomethyl)cyclopentylcarbamate dissolved in 344 ml of diethyl ether. The resulting mixture was stirred at 0° C. under nitrogen atmosphere for 1 h. The reaction mixture was diluted with 100 ml of diethyl ether at 0° C. and treated with excess of a saturated aqueous solution of sodium sulfate. Further solid sodium sulfate was added and th... Starting materials: BrC(Br)(Br)Br, NC(=O)CCN(CCCO)C(=O)OCc1ccccc1, ClCCl, O, c1ccc(P(c2ccccc2)c2ccccc2)cc1. The product is NC(=O)CCN(CCCBr)C(=O)OCc1ccccc1. As a reaction SMILES: [C:21]([Br:22])([Br:23])([Br:24])[Br:25].[CH2:1]([c:2]1[cH:3][cH:4][cH:5][cH:6][cH:7]1)[O:8][C:9](=[O:10])[N:11]([CH2:12][CH2:13][CH2:14][OH:15])[CH2:16][CH2:17][C:18](=[O:19])[NH2:20].[Cl:46][CH2:47][Cl:48].[OH2:45].[c:26]1([P:27]([c:28]2[cH:29][cH:30][cH:31][cH:32][cH:33]2)[c:34]2[cH:35][cH:36][cH:37][cH:38][cH:39]2)[cH:40][cH:41][cH:42][cH:43][cH:44]1>>[CH2:1]([c:2]1[cH:3][cH:4][cH:5][cH:6][cH:7]1)[O:8][C:9](=[O:10])[N:11]([CH2:12][CH2:13][CH2:14][Br:22])[CH2:16][CH2:17][C:18](=[O:19])[NH2:20]. The reactants are ClC1=CC(=NC=N1)C(=O)C1=CC2=C(NC(O2)=O)C(=C1)C (6-(6-chloropyrimidine-4-carbonyl)-4-methyl-3H-benzoxazol-2-one), NC=1C=C2CC3(C(NC4=NC=CC=C43)=O)CC2=CC1 (5-amino-1,3-dihydrospiro[inden-2,3′-pyrrolo[2,3-b]pyridin]-2′(1′H)-one), C1(=CC=CC=C1)S(=O)(=O)O (benzenesulphonic acid). The solvent is CC(CCC)O (2-pentanol). Yields the product CC1=CC(=CC2=C1NC(O2)=O)C(=O)C2=NC=NC(=C2)NC=2C=C1CC3(C(NC4=NC=CC=C43)=O)CC1=CC2 (4-methyl-6-(6-(2′-oxo-1,1′,2′,3-tetrahydrospiro[inden-2,3′-pyrrolo[2,3-b]pyridin]-5-ylamino)pyrimidine-4-carbonyl)benzo[d]oxazol-2(3H)-one). RXN SMILES: Cl[C:2]1[N:7]=[CH:6][N:5]=[C:4]([C:8]([C:10]2[CH:19]=[C:18]([CH3:20])[C:13]3[NH:14][C:15](=[O:17])[O:16][C:12]=3[CH:11]=2)=[O:9])[CH:3]=1.[NH2:21][C:22]1[CH:23]=[C:24]2[C:37](=[CH:38][CH:39]=1)[CH2:36][C:26]1([C:34]3[C:29](=[N:30][CH:31]=[CH:32][CH:33]=3)[NH:28][C:27]1=[O:35])[CH2:25]2.C1(S(O)(=O)=O)C=CC=CC=1>CC(O)CCC>[CH3:20][C:18]1[C:13]2[NH:14][C:15](=[O:17])[O:16][C:12]=2[CH:11]=[C:10]([C:8]([C:4]2[CH:3]=[C:2]([NH:21][C:22]3[CH:23]=[C:24]4[C:37](=[CH:38][CH:39]=3)[CH2:36][C:26]3([C:34]5[C:29](=[N:30][CH:31]=[CH:32][CH:33]=5)[NH:28][C:27]3=[O:35])[CH2:25]4)[N:7]=[CH:6][N:5]=2)=[O:9])[CH:19]=1. Reported procedure: 144 mg (0.500 mmol) 6-(6-chloropyrimidine-4-carbonyl)-4-methyl-3H-benzoxazol-2-one, 126 mg (0.500 mmol) 5-amino-1,3-dihydrospiro[inden-2,3′-pyrrolo[2,3-b]pyridin]-2′(1′H)-one and 16.1 mg (0.100 mmol) benzenesulphonic acid were combined in 5.0 mL 2-pentanol and refluxed for 4 h. The reaction mixture was evaporated down, the residue was triturated with PE, suction filtered and washed with PE. The residue was purified by preparative HPLC, the fractions containing the product were combined and the o... The reactants are CC(=O)OC(C)=O, ClCCl, CC(C)(C)OC(=O)NC(C(=O)O)c1ccc(N)cc1, c1ccncc1. The product is CC(=O)Nc1ccc(C(NC(=O)OC(C)(C)C)C(=O)O)cc1. As a reaction SMILES: [CH3:26][C:27](=[O:28])[O:29][C:30](=[O:31])[CH3:32].[Cl:33][CH2:34][Cl:35].[NH2:1][c:2]1[cH:3][cH:4][c:5]([CH:8]([C:9](=[O:10])[OH:11])[NH:12][C:13](=[O:14])[O:15][C:16]([CH3:17])([CH3:18])[CH3:19])[cH:6][cH:7]1.[cH:20]1[cH:21][cH:22][n:23][cH:24][cH:25]1>>[NH:1]([c:2]1[cH:3][cH:4][c:5]([CH:8]([C:9](=[O:10])[OH:11])[NH:12][C:13](=[O:14])[O:15][C:16]([CH3:17])([CH3:18])[CH3:19])[cH:6][cH:7]1)[C:27]([CH3:26])=[O:28]. Starting materials: CC(C)=O, O, O=C1CCC(CO)N1, Cc1ccc(S(=O)(=O)O)cc1, c1ccccc1. Product: CC1(C)OCC2CCC(=O)N21. As a reaction SMILES: [CH3:9][C:10]([CH3:11])=[O:12].[OH2:24].[OH:1][CH2:2][CH:3]1[CH2:4][CH2:5][C:6](=[O:8])[NH:7]1.[c:13]1([CH3:14])[cH:15][cH:16][c:17]([S:18]([OH:19])(=[O:20])=[O:21])[cH:22][cH:23]1.[cH:25]1[cH:26][cH:27][cH:28][cH:29][cH:30]1>>[O:1]1[CH2:2][CH:3]2[CH2:4][CH2:5][C:6](=[O:8])[N:7]2[C:10]1([CH3:9])[CH3:11]. Reactants: O=[N+]([O-])c1cc(Br)ccc1Br, COC(=O)CC(=O)OC, CS(C)=O, [Cl-], [H-], [NH4+], [Na+]. Yields the product COC(=O)C(C(=O)OC)c1ccc(Br)cc1[N+](=O)[O-]. Reaction SMILES: [Br:12][c:13]1[c:14]([N+:20](=[O:21])[O-:22])[cH:15][c:16]([Br:19])[cH:17][cH:18]1.[C:3]([CH2:4][C:5](=[O:6])[O:7][CH3:8])(=[O:9])[O:10][CH3:11].[CH3:25][S:26](=[O:27])[CH3:28].[Cl-:23].[H-:1].[NH4+:24].[Na+:2]>>[C:3]([CH:4]([C:5](=[O:6])[O:7][CH3:8])[c:13]1[c:14]([N+:20](=[O:21])[O-:22])[cH:15][c:16]([Br:19])[cH:17][cH:18]1)(=[O:9])[O:10][CH3:11].